From a dataset of the Open Reaction Database (ORD), a public repository of structured organic reaction records. describe an organic reaction: reactants, conditions, products, and yield Reactants: [OH-].[Na+] (sodium hydroxide), Cl (hydrochloric acid), OC1=CC=C(CN2C=C(C(=C2)C2=CC=CC=C2)CCC(=O)OCC)C=C1 (ethyl 3-[1-(4-hydroxybenzyl)-4-phenyl-3-pyrrolyl]propionate), ClCC=1N=C(OC1C)C=1SC=CC1 (4-chloromethyl-5-methyl-2-(2-thienyl)oxazole), C([O-])([O-])=O.[K+].[K+] (potassium carbonate). The solvent is C(C)O (ethanol), O1CCCC1 (tetrahydrofuran), CN(C=O)C (N,N-dimethylformamide). Run at time 8 hour. The product is CC1=C(N=C(O1)C=1SC=CC1)COC1=CC=C(CN2C=C(C(=C2)C2=CC=CC=C2)CCC(=O)O)C=C1 (3-[1-[4-[5-methyl-2-(2-thienyl)-4-oxazolylmethoxy]benzyl]-4-phenyl-3-pyrrolyl]propionic acid). Yield: 77.1%. As a reaction SMILES: [OH:1][C:2]1[CH:26]=[CH:25][C:5]([CH2:6][N:7]2[CH:11]=[C:10]([C:12]3[CH:17]=[CH:16][CH:15]=[CH:14][CH:13]=3)[C:9]([CH2:18][CH2:19][C:20]([O:22]CC)=[O:21])=[CH:8]2)=[CH:4][CH:3]=1.Cl[CH2:28][C:29]1[N:30]=[C:31]([C:35]2[S:36][CH:37]=[CH:38][CH:39]=2)[O:32][C:33]=1[CH3:34].C(=O)([O-])[O-].[K+].[K+].Cl.[OH-].[Na+]>C(O)C.O1CCCC1.CN(C)C=O>[CH3:34][C:33]1[O:32][C:31]([C:35]2[S:36][CH:37]=[CH:38][CH:39]=2)=[N:30][C:29]=1[CH2:28][O:1][C:2]1[CH:26]=[CH:25][C:5]([CH2:6][N:7]2[CH:11]=[C:10]([C:12]3[CH:17]=[CH:16][CH:15]=[CH:14][CH:13]=3)[C:9]([CH2:18][CH2:19][C:20]([OH:22])=[O:21])=[CH:8]2)=[CH:4][CH:3]=1 |f:2.3.4,6.7|. Reported procedure: A mixture of ethyl 3-[1-(4-hydroxybenzyl)-4-phenyl-3-pyrrolyl]propionate (1.30 g), 4-chloromethyl-5-methyl-2-(2-thienyl)oxazole (0.95 g), potassium carbonate (1.20 g) and N,N-dimethylformamide (15 ml) was stirred at room temperature overnight. The reaction mixture was poured into dilute hydrochloric acid, which was extracted with ethyl acetate. The ethyl acetate layer was washed with saturated aqueous sodium chloride solution, dried (MgSO4), and then concentrated. The residue was subjected to si... The reactants are O=[N+]([O-])c1ccc(CCC(Br)CBr)cc1, CCOCC, CC(C)=O, [I-], I, [Na+], [Na+], [Na+], O, O=S([O-])([O-])=S. The product is C=CCCc1ccc([N+](=O)[O-])cc1. RXN SMILES: [Br:3][CH:4]([CH2:5][CH2:6][c:7]1[cH:8][cH:9][c:10]([N+:13](=[O:14])[O-:15])[cH:11][cH:12]1)[CH2:16][Br:17].[CH3:26][CH2:27][O:28][CH2:29][CH3:30].[CH3:32][C:33](=[O:34])[CH3:35].[I-:2].[I:18].[Na+:1].[Na+:24].[Na+:25].[OH2:31].[S:19]([O-:20])([O-:21])(=[O:22])=[S:23]>>[CH:4]([CH2:5][CH2:6][c:7]1[cH:8][cH:9][c:10]([N+:13](=[O:14])[O-:15])[cH:11][cH:12]1)=[CH2:16]. Reactants: FC1=C(OC=2C=CC(=C(C(=O)O)C2)[N+](=O)[O-])C=CC(=C1)F (5-(2,4-Difluoro-phenoxy)-2-nitro-benzoic acid), S(=O)(Cl)Cl (thionyl chloride), CN(C)C=O (DMF). Run at time 18 hour. Yields the product FC1=C(OC=2C=CC(=C(C(=O)N)C2)[N+](=O)[O-])C=CC(=C1)F (5-(2,4-difluoro-phenoxy)-2-nitro-benzamide). Reaction SMILES: [F:1][C:2]1[CH:20]=[C:19]([F:21])[CH:18]=[CH:17][C:3]=1[O:4][C:5]1[CH:6]=[CH:7][C:8]([N+:14]([O-:16])=[O:15])=[C:9]([CH:13]=1)[C:10](O)=[O:11].S(Cl)(Cl)=O.C[N:27](C=O)C>>[F:1][C:2]1[CH:20]=[C:19]([F:21])[CH:18]=[CH:17][C:3]=1[O:4][C:5]1[CH:6]=[CH:7][C:8]([N+:14]([O-:16])=[O:15])=[C:9]([CH:13]=1)[C:10]([NH2:27])=[O:11]. Procedure: A mixture of compound (1B) (53 g, 0.18 mol), thionyl chloride (51.3 mL) and DMF (1 mL) was stirred at room temperature for 18 h, then concentrated in vacuo to dryness. This acid chloride (60.7 g) was dissolved in THF (400 mL), and NH4OH (235 mL) was added. The mixture was then stirred for 18 h and concentrated in vacuo. The residue was purified by flash chromatography eluting with hexane:EtOAc (4:1) to afford 27.7 g of 5-(2,4-difluoro-phenoxy)-2-nitro-benzamide (IC). Reactants: CC1=CC(=CC=2C3=CC=C(C=C3P(OC12)(O)=O)C)C (9,10-Dihydro-1,3,7-trimethyl-9-hydroxy-9-phospha-10-oxaphenanthrene-9-oxide), Br[O-].[Na+] (sodium hypobromite). Yields the product CC1=CC(=CC=2C3=CC(=C(C=C3P(OC12)(O)=O)C)Br)C (9,10-dihydro-1,3,7-trimethyl-6-bromo-9-hydroxy-9-phospha-10-oxaphenanthrene-9-oxide). Reaction SMILES: [CH3:1][C:2]1[C:15]2[O:14][P:13](=[O:17])([OH:16])[C:12]3[C:7](=[CH:8][CH:9]=[C:10]([CH3:18])[CH:11]=3)[C:6]=2[CH:5]=[C:4]([CH3:19])[CH:3]=1.[Br:20][O-].[Na+]>>[CH3:1][C:2]1[C:15]2[O:14][P:13](=[O:16])([OH:17])[C:12]3[C:7](=[CH:8][C:9]([Br:20])=[C:10]([CH3:18])[CH:11]=3)[C:6]=2[CH:5]=[C:4]([CH3:19])[CH:3]=1 |f:1.2|. Procedure: 9,10-Dihydro-1,3,7-trimethyl-9-hydroxy-9-phospha-10-oxaphenanthrene-9-oxide (268 g) is treated with an aqueous solution of sodium hypobromite at 60° C. in the same manner as in Example 6, to give about 250 g of 9,10-dihydro-1,3,7-trimethyl-6-bromo-9-hydroxy-9-phospha-10-oxaphenanthrene-9-oxide, exhibiting a phosphorus content of 8.7% (theoretical value: 8.77%), an acid value of 160 (theoretical value: 158,9) and a melting point of 260° C. or higher, which will be hereinafter referred to as CA-M1... Starting materials: CN, CN(C)CCC(=O)C1CC1, c1ccccc1. Yields the product CNCCC(=O)C1CC1. Reaction SMILES: [CH3:11][NH2:12].[CH:1]1([C:4]([CH2:5][CH2:6][N:7]([CH3:8])[CH3:9])=[O:10])[CH2:2][CH2:3]1.[cH:13]1[cH:14][cH:15][cH:16][cH:17][cH:18]1>>[CH:1]1([C:4]([CH2:5][CH2:6][NH:7][CH3:8])=[O:10])[CH2:2][CH2:3]1.